Dataset: the Open Reaction Database (ORD), a public repository of structured organic reaction records. Task: describe an organic reaction: reactants, conditions, products, and yield Starting materials: C1CCC2=NCCCN2CC1, ClCCl, Cc1ccccc1, OC1CCCc2ccc(F)cc21, [N-]=[N+]=NP(=O)(c1ccccc1)c1ccccc1. Product: [N-]=[N+]=NC1CCCc2ccc(F)cc21. Reaction SMILES: [CH2:1]1[CH2:2][CH2:3][C:4]2=[N:9][CH2:8][CH2:7][CH2:6][N:5]2[CH2:10][CH2:11]1.[CH2:48]([Cl:49])[Cl:50].[CH3:41][c:42]1[cH:43][cH:44][cH:45][cH:46][cH:47]1.[F:12][c:13]1[cH:14][cH:15][c:16]2[c:21]([cH:22]1)[CH:20]([OH:23])[CH2:19][CH2:18][CH2:17]2.[c:24]1([P:25]([c:26]2[cH:27][cH:28][cH:29][cH:30][cH:31]2)(=[O:32])[N:38]=[N+:39]=[N-:40])[cH:33][cH:34][cH:35][cH:36][cH:37]1>>[F:12][c:13]1[cH:14][cH:15][c:16]2[c:21]([cH:22]1)[CH:20]([N:38]=[N+:39]=[N-:40])[CH2:19][CH2:18][CH2:17]2.